This data is from the Open Reaction Database (ORD), a public repository of structured organic reaction records. The task is: describe an organic reaction: reactants, conditions, products, and yield The reactants are C1(=CC=CC=C1)[C@@H]1NC(N[C@@H]1C1=CC=CC=C1)=S (cis-4,5-Diphenylimidazolidine-2-thione), FC(C1=C(CCl)C=CC=C1)(F)F (2-trifluoromethylbenzyl chloride). The solvent is CCO (EtOH). The product is Cl.FC(C1=C(CSC=2N[C@@H]([C@@H](N2)C2=CC=CC=C2)C2=CC=CC=C2)C=CC=C1)(F)F (2-[(2-Trifluoromethylbenzyl)thio]-cis-4,5-diphenyl-4,5-dihydro-1H-imidazole hydrochloride). The yield is 63.5%. RXN SMILES: [C:1]1([C@H:7]2[C@@H:11]([C:12]3[CH:17]=[CH:16][CH:15]=[CH:14][CH:13]=3)[NH:10][C:9](=[S:18])[NH:8]2)[CH:6]=[CH:5][CH:4]=[CH:3][CH:2]=1.[F:19][C:20]([F:30])([F:29])[C:21]1[CH:28]=[CH:27][CH:26]=[CH:25][C:22]=1[CH2:23][Cl:24]>CCO>[ClH:24].[F:19][C:20]([F:29])([F:30])[C:21]1[CH:28]=[CH:27][CH:26]=[CH:25][C:22]=1[CH2:23][S:18][C:9]1[NH:8][C@H:7]([C:1]2[CH:2]=[CH:3][CH:4]=[CH:5][CH:6]=2)[C@H:11]([C:12]2[CH:13]=[CH:14][CH:15]=[CH:16][CH:17]=2)[N:10]=1 |f:3.4|. Procedure: A mixture of intermediate 25 (200 mg, 0.786 mmol) and 2-trifluoromethylbenzyl chloride (0.229 mL, 1.57 mmol) in abs. EtOH (2 mL) is heated at 95° C. for 24 h. The reaction mixture is cooled to RT, evaporated to dryness, and the residue suspended in Et2O. The insoluble material is filtered to give 224 mg of the product 233. 1H NMR (DMSO-d6) δ 11.41 (s, 2 H), 7.95 (d, 1 H), 7.90-7.75 (m, 2 H), 7.65 (t, 1 H), 7.25-6.90 (m, 10 H), 5.85 (s, 2 H), 4.98 (s, 2 H); MS: m/z 413 (M++1).